This data is from the Open Reaction Database (ORD), a public repository of structured organic reaction records. The task is: describe an organic reaction: reactants, conditions, products, and yield Yield: 85.2%. RXN SMILES: [CH2:1]([O:3][C:4]([C:6]1[C:7]2[CH:18]=[CH:17][CH:16]=[CH:15][C:8]=2[S:9][C:10]=1[NH:11]C(=O)C)=[O:5])[CH3:2].N1CCCC1>C1(C)C=CC=CC=1.[Cl-].[Na+].O>[CH2:1]([O:3][C:4]([C:6]1[C:7]2[CH:18]=[CH:17][CH:16]=[CH:15][C:8]=2[S:9][C:10]=1[NH2:11])=[O:5])[CH3:2] |f:3.4.5|. Solvent: C1(=CC=CC=C1)C (toluene), [Cl-].[Na+].O (brine). Reported procedure: To a solution of 1b (1.06 g, 4.03 mmol) in toluene (100 mL) was added pyrrolidine (5 mL). The resultant mixture was heated at 100° C. for 8 h, diluted with brine solution (200 mL) and extracted with ethyl ether (300 mL, 3×). The combined organic phases were dried over MgSO4, filtered, and concentrated. Flash chromatography (hexanes/ethyl acetate, 4:1) then afforded the title compound (0.76 g, 85%) as a yellow solid: MS (ES) m/z 222 (M+H)+; 1H NMR (400 MHz, CDCl3) δ8.14 (d, J=8.0 Hz, 1H), 7.53 (d... Starting materials: C(C)OC(=O)C=1C2=C(SC1NC(C)=O)C=CC=C2 (2-Acetylamino-benzo[b]thiophene-3-carboxylic Acid Ethyl Ester), N1CCCC1 (pyrrolidine), resultant mixture. Yields the product hexanes ethyl acetate, C(C)OC(=O)C=1C2=C(SC1N)C=CC=C2 (2-Amino-benzo[b]thiophene-3-carboxylic Acid Ethyl Ester). Starting materials: [N+](=O)(O)[O-] (nitric acid), ice water, )-isomer/( S )-isomer, C(C)(=O)OC(C)=O (acetic anhydride), O[C@H]1C(=C(C(C1)=O)CC#C)C ((R)-4-hydroxy-3-methyl-2-(2-propynyl)-2-cyclopenten-1-one). Solvent: C(Cl)(Cl)Cl (chloroform). Conditions: time 30 minute. Yields the product CC1=C(C(C[C@H]1O[N+](=O)[O-])=O)CC#C ((R)-3-methyl-4-nitroxy-2-(2-propynyl)-2-cyclopenten-1-one). The yield is 97.0%. Reaction SMILES: [N+:1]([O-:4])([OH:3])=[O:2].C(OC(=O)C)(=O)C.O[C@@H:13]1[CH2:17][C:16](=[O:18])[C:15]([CH2:19][C:20]#[CH:21])=[C:14]1[CH3:22]>C(Cl)(Cl)Cl>[CH3:22][C:14]1[C@H:13]([O:2][N+:1]([O-:4])=[O:3])[CH2:17][C:16](=[O:18])[C:15]=1[CH2:19][C:20]#[CH:21]. Procedure details: Into a mixed solution of 8 g of fuming nitric acid and 24 g of acetic anhydride, kept at a temperature of -5° to 10° C., was added dropwise 6 g of (R)-4-hydroxy-3-methyl-2-(2-propynyl)-2-cyclopenten-1-one ([α]D23 ; -19.5° (C=1.36, in chloroform), (R)-isomer/(S)-isomer=96.7/3.3). Then, the mixture was stirred for 30 minutes at the same temperature. Thereafter, the reaction mixture was poured into 200 ml of ice water, and then subjected to a toluene extraction. The toluene layer was separated and ... Starting materials: CCC(C)C(NC(=O)OC(C)(C)C)C(=O)O, CC(C)CC(N)C1(c2ccc(Cl)cc2)CCC1. Yields the product CCC(C)C(NC(=O)OC(C)(C)C)C(=O)NC(CC(C)C)C1(c2ccc(Cl)cc2)CCC1. As a reaction SMILES: [C:18](=[O:19])([O:20][C:21]([CH3:22])([CH3:23])[CH3:24])[NH:25][CH:26]([CH:27]([CH3:28])[CH2:29][CH3:30])[C:31](=[O:32])[OH:33].[Cl:1][c:2]1[cH:3][cH:4][c:5]([C:8]2([CH:12]([CH2:13][CH:14]([CH3:15])[CH3:16])[NH2:17])[CH2:9][CH2:10][CH2:11]2)[cH:6][cH:7]1>>[Cl:1][c:2]1[cH:3][cH:4][c:5]([C:8]2([CH:12]([CH2:13][CH:14]([CH3:15])[CH3:16])[NH:17][C:31]([CH:26]([NH:25][C:18](=[O:19])[O:20][C:21]([CH3:22])([CH3:23])[CH3:24])[CH:27]([CH3:28])[CH2:29][CH3:30])=[O:32])[CH2:9][CH2:10][CH2:11]2)[cH:6][cH:7]1. Reactants: N#Cc1ccc2oc(C[P+](c3ccccc3)(c3ccccc3)c3ccccc3)cc2c1, CO, COC(=O)c1ccc(C=O)cc1, [Cl-], C1CCOC1. Yields the product COC(=O)c1ccc(C=Cc2cc3cc(C#N)ccc3o2)cc1. As a reaction SMILES: [C:14](#[N:15])[c:16]1[cH:17][cH:18][c:19]2[c:20]([cH:21][c:22]([CH2:24][P+:25]([c:26]3[cH:27][cH:28][cH:29][cH:30][cH:31]3)([c:32]3[cH:33][cH:34][cH:35][cH:36][cH:37]3)[c:38]3[cH:39][cH:40][cH:41][cH:42][cH:43]3)[o:23]2)[cH:44]1.[CH3:50][OH:51].[CH:1](=[O:2])[c:3]1[cH:4][cH:5][c:6]([C:7](=[O:8])[O:9][CH3:10])[cH:11][cH:12]1.[Cl-:13].[O:45]1[CH2:46][CH2:47][CH2:48][CH2:49]1>>[CH:1]([c:3]1[cH:4][cH:5][c:6]([C:7](=[O:8])[O:9][CH3:10])[cH:11][cH:12]1)=[CH:24][c:22]1[cH:21][c:20]2[c:19]([cH:18][cH:17][c:16]([C:14]#[N:15])[cH:44]2)[o:23]1.